Task: describe an organic reaction: reactants, conditions, products, and yield. Dataset: the Open Reaction Database (ORD), a public repository of structured organic reaction records Reactants: C1(=CC=C(C=C1)S(=O)(=O)O)C.C(C1=CC=CC=C1)N1CC(C(CC1)C)O (1-Benzyl-4-methyl-piperidin-3-ol-toluene-4-sulfonic Acid Salt), C(C)(C)N(CC)C(C)C (diisopropylethylamine). The solvent is ClCCl (dichloromethane), CS(=O)C (dimethylsulfoxide). Run at temperature 0 celsius, time 1.5 hour. The product is C(C1=CC=CC=C1)N1CC(C(CC1)C)=O (1-Benzyl-4-methyl-piperidin-3-one). Isolated yield 72.1%. RXN SMILES: C1(C)C=CC(S(O)(=O)=O)=CC=1.[CH2:12]([N:19]1[CH2:24][CH2:23][CH:22]([CH3:25])[CH:21]([OH:26])[CH2:20]1)[C:13]1[CH:18]=[CH:17][CH:16]=[CH:15][CH:14]=1.C(N(C(C)C)CC)(C)C>ClCCl.CS(C)=O>[CH2:12]([N:19]1[CH2:24][CH2:23][CH:22]([CH3:25])[C:21](=[O:26])[CH2:20]1)[C:13]1[CH:14]=[CH:15][CH:16]=[CH:17][CH:18]=1 |f:0.1|. Procedure details: To a solution of the product from Method D (9.8 grams/0.026 mol) and 31.7 mL of diisopropylethylamine dissolved in 250 mL of dichloromethane and cooled to 0° C. was added (dropwise) 12.4 grams of SO3 pyridine complex dissolved in 153 mL of dimethylsulfoxide over a 40 minute period. Once added, the reaction stirred for 1.5 hours at room temperature and was then quenched upon addition of 200 mL of saturated NaHCO3 (aq). The dichloromethane was removed in vacuo and the remaining aqueous residue ext... The reactants are CC(C)CBr, COc1cccc(CC#N)c1, [H-], [Na+], CN(C)C=O. Product: COc1cccc(C(C#N)CC(C)C)c1. As a reaction SMILES: [CH2:14]([CH:15]([CH3:16])[CH3:17])[Br:18].[CH3:1][O:2][c:3]1[cH:4][c:5]([CH2:9][C:10]#[N:11])[cH:6][cH:7][cH:8]1.[H-:13].[Na+:12].[O:19]=[CH:20][N:21]([CH3:22])[CH3:23]>>[CH3:1][O:2][c:3]1[cH:4][c:5]([CH:9]([C:10]#[N:11])[CH2:14][CH:15]([CH3:16])[CH3:17])[cH:6][cH:7][cH:8]1. The reactants are IC1=CC=C(C(=O)OC(C)(C)C)C=C1 (1,1-dimethylethyl 4-iodobenzoate), C(CC#C)O (3-butyn-1-ol). Reagents/catalysts: C1=CC=C(C=C1)P(C2=CC=CC=C2)C3=CC=CC=C3.C1=CC=C(C=C1)P(C2=CC=CC=C2)C3=CC=CC=C3.Cl[Pd]Cl (bis(triphenylphosphine)palladium(II)dichloride), [Cu]I (copper(I)iodide). Solvent: ClCCl (dichloromethane), C(C)N(CC)CC (triethylamine). Conditions: time 18 hour. Product: OCCC#CC1=CC=C(C(=O)OC(C)(C)C)C=C1 (1,1-Dimethylethyl 4-(4-hydroxy-1-butyn-1-yl)benzoate). Isolated yield 145.8%. RXN SMILES: I[C:2]1[CH:14]=[CH:13][C:5]([C:6]([O:8][C:9]([CH3:12])([CH3:11])[CH3:10])=[O:7])=[CH:4][CH:3]=1.[CH2:15]([OH:19])[CH2:16][C:17]#[CH:18]>C(N(CC)CC)C.ClCCl.C1C=CC(P(C2C=CC=CC=2)C2C=CC=CC=2)=CC=1.C1C=CC(P(C2C=CC=CC=2)C2C=CC=CC=2)=CC=1.Cl[Pd]Cl.[Cu]I>[OH:19][CH2:15][CH2:16][C:17]#[C:18][C:2]1[CH:14]=[CH:13][C:5]([C:6]([O:8][C:9]([CH3:12])([CH3:11])[CH3:10])=[O:7])=[CH:4][CH:3]=1 |f:4.5.6|. Procedure: A mixture of 1,1-dimethylethyl 4-iodobenzoate (1.1 g, 3.62 mmol, e.g. which can be preparable e.g. according to E. C. Taylor, J. Org. Chem., 1995, 60(24), 7947), 3-butyn-1-ol (0.36 ml, 4.70 mmol, 1.3 equivalents), bis(triphenylphosphine)palladium(II)dichloride [(PPh3)2PdCl2] (0.13 g, 018 mmol, 5 mol %) and copper(I)iodide (0.014 g, 0.07 mmol, 2 mol %) in triethylamine (5 ml) was stirred at room temperature for 18 hours. The mixture was diluted with dichloromethane (50 ml) and washed with water (... Starting materials: ClC1=NC=2N(C=C1)N=CC2 (5-chloro-pyrazolo[1,5-a]pyrimidine), 29274-24-], C(CCC)N (butylamine). Yields the product C(CCC)NC1=NC=2N(C=C1)N=CC2 (Butyl-pyrazolo[1,5-a]pyrimidin-5-yl-amine). Reaction SMILES: Cl[C:2]1[CH:7]=[CH:6][N:5]2[N:8]=[CH:9][CH:10]=[C:4]2[N:3]=1.[CH2:11]([NH2:15])[CH2:12][CH2:13][CH3:14]>>[CH2:11]([NH:15][C:2]1[CH:7]=[CH:6][N:5]2[N:8]=[CH:9][CH:10]=[C:4]2[N:3]=1)[CH2:12][CH2:13][CH3:14]. Procedure details: A solution of 5-chloro-pyrazolo[1,5-a]pyrimidine [29274-24-] (955.4 mg, 6.2 mmol) in butylamine [109-73-9] (6.2 mL, 62.7 mmol), under N2 blanket, was magnetically stirred at 65° C. for 17 h then partitioned between brine (pH adjusted to 10 with saturated aqueous sodium bicarbonate) and ethyl acetate. The phase separated extract was dried (MgSO4) and diluted with heptane to precipitate butyl-pyrazolo[1,5-a]pyrimidin-5-yl-amine as 1.2 g of yellow powder, mp. 75-76° C. 1H NMR (400 MHz, DMSO-d6) δ p... Reactants: BrC1=CC(=C(C=C1)C1=CC=CC=C1)F (4-bromo-2-fluorobiphenyl), C(CC)(=O)Cl (propionic acid chloride), Cl (hydrochloric acid), ice, [Cl-].[Al+3].[Cl-].[Cl-] (aluminum chloride). Run in C(=S)=S (carbon disulfide), C(=S)=S (carbon disulfide), C(=S)=S (carbon disulfide). Run at temperature 0 celsius. Product: FC1=C(C=CC(=C1)Br)C1=CC=C(C=C1)C(CC)=O (2-fluoro-4-bromo-4'-propionylbiphenyl). The yield is 33.9%. As a reaction SMILES: [Cl-].[Al+3].[Cl-].[Cl-].[Br:5][C:6]1[CH:11]=[CH:10][C:9]([C:12]2[CH:17]=[CH:16][CH:15]=[CH:14][CH:13]=2)=[C:8]([F:18])[CH:7]=1.[C:19](Cl)(=[O:22])[CH2:20][CH3:21].Cl>C(=S)=S>[F:18][C:8]1[CH:7]=[C:6]([Br:5])[CH:11]=[CH:10][C:9]=1[C:12]1[CH:17]=[CH:16][C:15]([C:19](=[O:22])[CH2:20][CH3:21])=[CH:14][CH:13]=1 |f:0.1.2.3|. Procedure: 40 g of aluminum chloride and 280 ml of carbon disulfide were taken into a flask, cooled with an ice-salt bath to 0° C. or lower and stirred. A solution of 70 g of 4-bromo-2-fluorobiphenyl as dissolved in 180 ml of carbon disulfide was dropwise added thereto. A solution of 26 g of propionic acid chloride as dissolved in 100 ml of carbon disulfide was dropwise added thereto at 0° C. or lower. After addition, the whole was stirred for 2 hours at 0° C. or lower and then at room temperature overnigh... Starting materials: C(C)(=O)C1C[C@H](N(C1)C(=O)OCC=C)CO ((2S)-4-acetyl-1-allyloxycarbonyl-2-hydroxymethylpyrrolidine), N1C=NC=C1 (imidazole), [Si](C)(C)(C(C)(C)C)Cl (tert-butyldimethylsilyl chloride). Solvent: ClCCl (dichloromethane), ClCCl (dichloromethane). Conditions: time 1 hour. Yields the product C(C)(=O)C1C[C@H](N(C1)C(=O)OCC=C)CO[Si](C)(C)C(C)(C)C ((2S)-4-acetyl-1-allyloxycarbonyl-2-(tert-butyldimethylsilyloxy)methylpyrrolidine). Isolated yield 84.7%. Reaction SMILES: [C:1]([CH:4]1[CH2:8][N:7]([C:9]([O:11][CH2:12][CH:13]=[CH2:14])=[O:10])[C@H:6]([CH2:15][OH:16])[CH2:5]1)(=[O:3])[CH3:2].N1C=CN=C1.[Si:22](Cl)([C:25]([CH3:28])([CH3:27])[CH3:26])([CH3:24])[CH3:23]>ClCCl>[C:1]([CH:4]1[CH2:8][N:7]([C:9]([O:11][CH2:12][CH:13]=[CH2:14])=[O:10])[C@H:6]([CH2:15][O:16][Si:22]([C:25]([CH3:28])([CH3:27])[CH3:26])([CH3:24])[CH3:23])[CH2:5]1)(=[O:3])[CH3:2]. Reported procedure: To a solution of (2S)-4-acetyl-1-allyloxycarbonyl-2-hydroxymethylpyrrolidine (2.14 g) and imidazole (770 mg) in dichloromethane (20 ml) was added dropwise a solution of tert-butyldimethylsilyl chloride (1.7 g) in dichloromethane (5 ml) at 0° C. After one hour, the reaction mixture was washed in turn with 1N-hydrochloric acid and brine, and dried over magnesium sulfate. Evaporation of the solvent gave an oil, which was chromatographed on silica gel eluting with a mixture of hexane and ethyl aceta...